Dataset: the Open Reaction Database (ORD), a public repository of structured organic reaction records. Task: describe an organic reaction: reactants, conditions, products, and yield The reactants are C1(CCCCC1)C[C@@H](C(=O)NC1=NN(C=C1)CC(C)(C)O)N1C(C=C(C1)OC1=C(C=CC=C1F)F)=O ((S)-3-cyclohexyl-2-[4-(2,6-difluoro-phenoxy)-2-oxo-2,5-dihydro-pyrrol-1-yl]-N-[1-(2-hydroxy-2-methyl-propyl)-1H-pyrazol-3-yl]-propionamide), Cl.COC(C(CC1=C(C=CC=C1Cl)Cl)N)=O (2-amino-3-(2,6-dichloro-phenyl)-propionic acid methyl ester hydrochloride salt), C(C)(C)N(C(C)C)CC (N,N-diisopropylethylamine), C(C)(C)N(C(C)C)CC (N,N-diisopropylethylamine). RXN SMILES: Cl.[CH3:2][O:3][C:4](=[O:16])[CH:5]([NH2:15])[CH2:6][C:7]1[C:12]([Cl:13])=[CH:11][CH:10]=[CH:9][C:8]=1[Cl:14].C(N(CC)C(C)C)(C)C.C1(C[C@H](N2[CH2:51][C:50]([O:52][C:53]3[C:58]([F:59])=[CH:57][CH:56]=[CH:55][C:54]=3[F:60])=[CH:49][C:48]2=[O:61])C(NC2C=CN(CC(O)(C)C)N=2)=O)CCCCC1>C(#N)C>[CH3:2][O:3][C:4](=[O:16])[CH:5]([N:15]1[CH2:51][C:50]([O:52][C:53]2[C:58]([F:59])=[CH:57][CH:56]=[CH:55][C:54]=2[F:60])=[CH:49][C:48]1=[O:61])[CH2:6][C:7]1[C:8]([Cl:14])=[CH:9][CH:10]=[CH:11][C:12]=1[Cl:13] |f:0.1|. Isolated yield 13.1%. Procedure: In a flask was placed 2-amino-3-(2,6-dichloro-phenyl)-propionic acid methyl ester hydrochloride salt (313 mg, 1.10 mmol), acetonitrile (5 mL) and N,N-diisopropylethylamine (200 μL, 1.23 mmol). This mixture was stirred at 60° C. for 1 h and then cooled to 25° C. The mixture was then treated with N,N-diisopropylethylamine (200 μL, 1.23 mmol) and heated at 80° C. and a solution of 4-bromo-3-(2,6-difluoro-phenoxy)-but-2-enoic acid ethyl ester (prepared as in Example 36, 321 mg, 1.00 mmol) in acetoni... The solvent is C(C)#N (acetonitrile), C(C)#N (acetonitrile). Reaction conditions: temperature 60 celsius, time 1 hour. Product: COC(C(CC1=C(C=CC=C1Cl)Cl)N1C(C=C(C1)OC1=C(C=CC=C1F)F)=O)=O (3-(2,6-dichloro-phenyl)-2-[4-(2,6-difluoro-phenoxy)-2-oxo-2,5-dihydro-pyrrol-1-yl]-propionic acid methyl ester).